This data is from the Open Reaction Database (ORD), a public repository of structured organic reaction records. The task is: describe an organic reaction: reactants, conditions, products, and yield Reactants: C(#N)C1(CCC(CC1)=O)C1=CC=CC=C1 (4-cyano-4-phenylcyclohexanone), [BH4-].[Na+] (sodium borohydride). Run in CO (MeOH). Reaction conditions: time 2 hour. Yields the product C(#N)C1(CCC(CC1)O)C1=CC=CC=C1 (4-Cyano-4-phenylcyclohexanol). As a reaction SMILES: [C:1]([C:3]1([C:10]2[CH:15]=[CH:14][CH:13]=[CH:12][CH:11]=2)[CH2:8][CH2:7][C:6](=[O:9])[CH2:5][CH2:4]1)#[N:2].[BH4-].[Na+]>CO>[C:1]([C:3]1([C:10]2[CH:15]=[CH:14][CH:13]=[CH:12][CH:11]=2)[CH2:8][CH2:7][CH:6]([OH:9])[CH2:5][CH2:4]1)#[N:2] |f:1.2|. Procedure: A cold (0° C.) solution of 4-cyano-4-phenylcyclohexanone (5.0 g, 25.1 mmol) in 30 ml of MeOH was treated with sodium borohydride (1.14 g, 30.1 mmol). The reaction mixture was stirred for 2 hours at room temperature and then concentrated in vacuo. Starting materials: C(=O)(OCC1=CC=CC=C1)ON1C(=O)CCC1=O (CBZ-OSu), N1[C@@H](CNCC1)CO ((S)-piperazin-2-ylmethanol), O (H2O), C(=O)(O)[O-].[Na+] (NaHCO3). The solvent is CC(=O)N(C)C (DMA), CC#N.CC(=O)N(C)C.O (CH3CN DMA H2O). Run at temperature 0 celsius, time 15 minute. Product: OC[C@@H]1CN(CCN1)C(=O)OCC1=CC=CC=C1 ((S)-benzyl 3-(hydroxymethyl)piperazine-1-carboxylate). Yield: 57.5%. RXN SMILES: [NH:1]1[CH2:6][CH2:5][NH:4][CH2:3][C@H:2]1[CH2:7][OH:8].[C:9](ON1C(=O)CCC1=O)([O:11][CH2:12][C:13]1[CH:18]=[CH:17][CH:16]=[CH:15][CH:14]=1)=[O:10].O.C([O-])(O)=O.[Na+]>CC#N.CC(N(C)C)=O.O.CC(N(C)C)=O>[OH:8][CH2:7][C@H:2]1[NH:1][CH2:6][CH2:5][N:4]([C:9]([O:11][CH2:12][C:13]2[CH:18]=[CH:17][CH:16]=[CH:15][CH:14]=2)=[O:10])[CH2:3]1 |f:3.4,5.6.7|. Procedure details: To a solution of compound 1B (207 mg, 1.78 mmol) in CH3CN/DMA/H2O (1 mL, 0.3 mL, 0.7 mL) cooled to 0° C. was added dropwise CBZ-OSu (444 mg, 1.78 mmol) in DMA (0.5 mL). The reaction was stirred for 15 min at 0° C. then slowly warmed to RT. To the reaction was added H2O (30 mL) and sat'd NaHCO3 (5 mL), and then the product was extracted three times with EtOAc (20 mL). The combined EtOAc layers were washed twice with brine, dried over MgSO4 then concentrated in vacuo to give crude (S)-benzyl 3-(hy... Reactants: [Br-], CCCc1nc(C=O)c(C(=O)OCC)n1Cc1ccc(-c2ccccc2C(=O)OC(C)(C)C)cc1, CC(C)(C)[Mg+], C1CCOC1. The product is CCCc1nc(C(O)C(C)(C)C)c(C(=O)OCC)n1Cc1ccc(-c2ccccc2C(=O)OC(C)(C)C)cc1. As a reaction SMILES: [Br-:36].[C:1]([CH3:2])([CH3:3])([CH3:4])[O:5][C:6](=[O:7])[c:8]1[c:9](-[c:14]2[cH:15][cH:16][c:17]([CH2:20][n:21]3[c:22]([CH2:33][CH2:34][CH3:35])[n:23][c:24]([CH:31]=[O:32])[c:25]3[C:26](=[O:27])[O:28][CH2:29][CH3:30])[cH:18][cH:19]2)[cH:10][cH:11][cH:12][cH:13]1.[C:37]([CH3:38])([CH3:39])([CH3:40])[Mg+:41].[O:42]1[CH2:43][CH2:44][CH2:45][CH2:46]1>>[C:1]([CH3:2])([CH3:3])([CH3:4])[O:5][C:6](=[O:7])[c:8]1[c:9](-[c:14]2[cH:15][cH:16][c:17]([CH2:20][n:21]3[c:22]([CH2:33][CH2:34][CH3:35])[n:23][c:24]([CH:31]([OH:32])[C:37]([CH3:38])([CH3:39])[CH3:40])[c:25]3[C:26](=[O:27])[O:28][CH2:29][CH3:30])[cH:18][cH:19]2)[cH:10][cH:11][cH:12][cH:13]1. Reactants: OCCC1(C(=O)[O-])C=CC(C(=O)[O-])(C=C1)CCO (1,4-bis(hydroxyethyl)terephthalate), P(OCC)(=O)(Cl)Cl (ethyl phosphorodichloridate). Reagents/catalysts: CN(C1=CC=NC=C1)C (4-dimethylaminopyridine). Run in C(Cl)Cl (methylene chloride), C(Cl)Cl (methylene chloride). Conditions: temperature -40 celsius. Product: OCCC1(C(=O)[O-])C=CC(C(=O)[O-])(C=C1)CCO.P(OCC)(=O)(Cl)Cl (BHET EOP). RXN SMILES: [OH:1][CH2:2][CH2:3][C:4]1([CH:15]=[CH:14][C:10]([CH2:16][CH2:17][OH:18])([C:11]([O-:13])=[O:12])[CH:9]=[CH:8]1)[C:5]([O-:7])=[O:6].[P:19]([Cl:25])([Cl:24])(=[O:23])[O:20][CH2:21][CH3:22]>CN(C)C1C=CN=CC=1.C(Cl)Cl>[OH:1][CH2:2][CH2:3][C:4]1([CH:15]=[CH:14][C:10]([CH2:16][CH2:17][OH:18])([C:11]([O-:13])=[O:12])[CH:9]=[CH:8]1)[C:5]([O-:7])=[O:6].[P:19]([Cl:25])([Cl:24])(=[O:23])[O:20][CH2:21][CH3:22] |f:4.5|. Reported procedure: Under an argon stream, 10 g of 1,4-bis(hydroxyethyl)terephthalate (BHET), 9.61 g of 4-dimethylaminopyridine (DMAP), and 70 mL of methylene chloride were placed in a 250 mL flask equipped with a funnel. The solution in the flask was cooled down to −40° C. with stirring, and a solution of 5.13 g of ethyl phosphorodichloridate (EOP) (distilled before use) in 20 mL of methylene chloride was added dropwise through the funnel. After addition was complete, the mixture was stirred at room temperature fo... Starting materials: COC(=O)C(C)(C)c1ccc(N2C(=O)N(Cc3ccnc(Nc4cccnc4)c3)C(C)(C)C2=O)cc1, CO, Cl, [K+], [OH-], O. Product: CC(C)(C(=O)O)c1ccc(N2C(=O)N(Cc3ccnc(Nc4cccnc4)c3)C(C)(C)C2=O)cc1. Reaction SMILES: [CH3:1][C:2]1([CH3:36])[N:3]([CH2:22][c:23]2[cH:24][c:25]([NH:29][c:30]3[cH:31][n:32][cH:33][cH:34][cH:35]3)[n:26][cH:27][cH:28]2)[C:4](=[O:21])[N:5]([c:8]2[cH:9][cH:10][c:11]([C:14]([C:15](=[O:16])[O:17][CH3:18])([CH3:19])[CH3:20])[cH:12][cH:13]2)[C:6]1=[O:7].[CH3:40][OH:41].[ClH:39].[K+:38].[OH-:37].[OH2:42]>>[CH3:1][C:2]1([CH3:36])[N:3]([CH2:22][c:23]2[cH:24][c:25]([NH:29][c:30]3[cH:31][n:32][cH:33][cH:34][cH:35]3)[n:26][cH:27][cH:28]2)[C:4](=[O:21])[N:5]([c:8]2[cH:9][cH:10][c:11]([C:14]([C:15](=[O:16])[OH:17])([CH3:19])[CH3:20])[cH:12][cH:13]2)[C:6]1=[O:7]. Procedure: A solution of 100 mg (0.27 mmol) of ((S)-5-methanesulfonyl-1-methyl-2-oxo-2,3,4,5-tetrahydro-1H-benzo[b][1,4]diazepin-3-yl)-carbamic acid tert-butyl ester in 5 ml of dioxane was treated with 0.22 ml of hydrochloric acid and heated in the sealed flask at 50° C. for 1 hour. For the working-up, the solvent was evaporated under reduced pressure and the residue submitted to a azeotropic distillation with toluene. After drying under reduced pressure, the (S)-3-amino-5-methanesulfonyl-1-methyl-1,3,4,5-... The solvent is O1CCOCC1 (dioxane). Product: Cl.N[C@H]1CN(C2=C(N(C1=O)C)C=CC=C2)S(=O)(=O)C ((S)-3-amino-5-methanesulfonyl-1-methyl-1,3,4,5-tetrahydro-benzo[b][1,4]diazepin-2-one hydrochloride). Reactants: C(C)(C)(C)OC(N[C@H]1CN(C2=C(N(C1=O)C)C=CC=C2)S(=O)(=O)C)=O (((S)-5-methanesulfonyl-1-methyl-2-oxo-2,3,4,5-tetrahydro-1H-benzo[b][1,4]diazepin-3-yl)-carbamic acid tert-butyl ester), Cl (hydrochloric acid). As a reaction SMILES: C(OC(=O)[NH:7][C@@H:8]1[C:14](=[O:15])[N:13]([CH3:16])[C:12]2[CH:17]=[CH:18][CH:19]=[CH:20][C:11]=2[N:10]([S:21]([CH3:24])(=[O:23])=[O:22])[CH2:9]1)(C)(C)C.[ClH:26]>O1CCOCC1>[ClH:26].[NH2:7][C@@H:8]1[C:14](=[O:15])[N:13]([CH3:16])[C:12]2[CH:17]=[CH:18][CH:19]=[CH:20][C:11]=2[N:10]([S:21]([CH3:24])(=[O:23])=[O:22])[CH2:9]1 |f:3.4|. Conditions: temperature 50 celsius.